From a dataset of the Open Reaction Database (ORD), a public repository of structured organic reaction records. describe an organic reaction: reactants, conditions, products, and yield Starting materials: CN(C=O)C (N,N-dimethylformamide), C(C)C=1NC=2C(=NC(=CC2C)C)N1 (2-ethyl-5,7-dimethyl-1H-imidazo[4,5-b]pyridine), [H-].[Na+] (sodium hydride), ClC1=CC(=NC2=CC=C(C=C12)CBr)C1=C(C=CC=C1)[N+](=O)[O-] (4-chloro-6-(bromomethyl)-2-(2-nitrophenyl)quinoline). Solvent: O (water), C1(=CC=CC=C1)C (toluene), C1(=CC=CC=C1)C (toluene), C(C)(=O)OCC (ethyl acetate). Run at time 30 minute. Yields the product ClC1=CC(=NC2=CC=C(C=C12)CN1C(=NC=2C1=NC(=CC2C)C)CC)C2=C(C=CC=C2)[N+](=O)[O-] (4-chloro-6-[(2-ethyl-5,7-dimethyl-3H-imidazo[4,5-b]pyridin-3-yl)methyl]-2-(nitrophenyl)quinoline). Isolated yield 42.5%. As a reaction SMILES: CN(C)C=O.[CH2:6]([C:8]1[NH:9][C:10]2[C:11]([N:18]=1)=[N:12][C:13]([CH3:17])=[CH:14][C:15]=2[CH3:16])[CH3:7].[H-].[Na+].[Cl:21][C:22]1[C:31]2[C:26](=[CH:27][CH:28]=[C:29]([CH2:32]Br)[CH:30]=2)[N:25]=[C:24]([C:34]2[CH:39]=[CH:38][CH:37]=[CH:36][C:35]=2[N+:40]([O-:42])=[O:41])[CH:23]=1>C(OCC)(=O)C.O.C1(C)C=CC=CC=1>[Cl:21][C:22]1[C:31]2[C:26](=[CH:27][CH:28]=[C:29]([CH2:32][N:18]3[C:11]4=[N:12][C:13]([CH3:17])=[CH:14][C:15]([CH3:16])=[C:10]4[N:9]=[C:8]3[CH2:6][CH3:7])[CH:30]=2)[N:25]=[C:24]([C:34]2[CH:39]=[CH:38][CH:37]=[CH:36][C:35]=2[N+:40]([O-:42])=[O:41])[CH:23]=1 |f:2.3|. Reported procedure: To 61 ml of N,N-dimethylformamide (DMF) containing 7.45 g (42.5 mmol) of 2-ethyl-5,7-dimethyl-1H-imidazo[4,5-b]pyridine, 1.79 g (44.6 mmol) of sodium hydride (60%) was added and stirred at room temperature for 30 minutes. To the thus-prepared mixture, 15.3 g of 4-chloro-6-(bromomethyl)-2-(2-nitrophenyl)quinoline was added and stirred at room temperature for 12 hours. After adding 120 ml of toluene thereto, the thus-prepared mixture was poured into a mixture of 60 ml of toluene with 300 ml of wat...